From a dataset of the Open Reaction Database (ORD), a public repository of structured organic reaction records. describe an organic reaction: reactants, conditions, products, and yield Product: S1C(=NCC1)C=1NC2=C(C=CC=C2C1)NC1CCN(CC1)C(=O)OC(C)(C)C ([2-(4,5-Dihydro-thiazol-2-yl)-1H-indol-7-yl]-(1-BOC-piperidin-4-yl)-amine). The reactants are S1C(=NCC1)C=1NC2=C(C=CC=C2C1)[N+](=O)[O-] (2-(4,5-Dihydro-thiazol-2-yl)-7-nitro-1H-indole), C(=O)(OC(C)(C)C)N1CCC(CC1)=O (1-BOC-4-piperidone). Procedure details: 2-(4,5-Dihydro-thiazol-2-yl)-7-nitro-1H-indole prepared in Preparation 101 and 1-BOC-4-piperidone were reacted according to the same procedure as Example 1 to give the title compound. As a reaction SMILES: [S:1]1[CH2:5][CH2:4][N:3]=[C:2]1[C:6]1[NH:7][C:8]2[C:13]([CH:14]=1)=[CH:12][CH:11]=[CH:10][C:9]=2[N+:15]([O-])=O.[C:18]([N:25]1[CH2:30][CH2:29][C:28](=O)[CH2:27][CH2:26]1)([O:20][C:21]([CH3:24])([CH3:23])[CH3:22])=[O:19]>>[S:1]1[CH2:5][CH2:4][N:3]=[C:2]1[C:6]1[NH:7][C:8]2[C:13]([CH:14]=1)=[CH:12][CH:11]=[CH:10][C:9]=2[NH:15][CH:28]1[CH2:29][CH2:30][N:25]([C:18]([O:20][C:21]([CH3:24])([CH3:23])[CH3:22])=[O:19])[CH2:26][CH2:27]1. The reactants are CCN(CC)S(F)(F)F (DAST), C(C)(C)(C)OP(=O)(OC(C)(C)C)C(C1=CC=C(CC(NC(=O)OCC2=CC=CC=C2)C(=O)OC)C=C1)O (Methyl 4-[bis(tert-butoxy)phosphorylhydroxymethyl]-N-(benzyloxycarbonyl)-D,L-phenylalaninate). Solvent: C(Cl)(Cl)Cl (CHCl3), [Cl-].[Na+].O (brine), C(Cl)(Cl)Cl (CHCl3). Run at time 10 minute. Yields the product C(C)(C)(C)OP(=O)(OC(C)(C)C)C(C1=CC=C(CC(NC(=O)OCC2=CC=CC=C2)C(=O)OC)C=C1)F (Methyl 4-[bis(tert-Butoxy)phosphoryl-fluoromethyl]-N -(benzyloxycarbonyl)-D,L-phenylalaninate). Yield: 117.0%. RXN SMILES: CCN(S(F)(F)[F:7])CC.[C:10]([O:14][P:15]([CH:22](O)[C:23]1[CH:45]=[CH:44][C:26]([CH2:27][CH:28]([C:40]([O:42][CH3:43])=[O:41])[NH:29][C:30]([O:32][CH2:33][C:34]2[CH:39]=[CH:38][CH:37]=[CH:36][CH:35]=2)=[O:31])=[CH:25][CH:24]=1)([O:17][C:18]([CH3:21])([CH3:20])[CH3:19])=[O:16])([CH3:13])([CH3:12])[CH3:11]>C(Cl)(Cl)Cl.[Cl-].[Na+].O>[C:10]([O:14][P:15]([CH:22]([F:7])[C:23]1[CH:45]=[CH:44][C:26]([CH2:27][CH:28]([C:40]([O:42][CH3:43])=[O:41])[NH:29][C:30]([O:32][CH2:33][C:34]2[CH:39]=[CH:38][CH:37]=[CH:36][CH:35]=2)=[O:31])=[CH:25][CH:24]=1)([O:17][C:18]([CH3:21])([CH3:20])[CH3:19])=[O:16])([CH3:13])([CH3:12])[CH3:11] |f:3.4.5|. Reported procedure: To DAST (0.15 mL, 1.1 mmol) in anhydrous CHCl3 (0.6 mL) at -78° C. is slowly added compound 9 (536 mg, 1.0 mmol) in CHCl3 (2.0 mL). After 10 minutes, the reaction mixture is warmed to ambient temperature and stirred (20 minutes). The mixture is slowly diluted with brine (10 mL) then extracted with CHCl3 (2×10 mL) and the combined extracts dried (MgSO4) and evaporated under reduced pressure to yield crude 20 (629 mg). Purification by silica gel chromatography affords pure 20 as a syrup (295 mg, 5... Reactants: CO, Cc1nc2c([N+](=O)[O-])cccn2c1C=O. Product: Cc1nc2c(N)cccn2c1C=O. As a reaction SMILES: [CH3:16][OH:17].[CH:1](=[O:2])[c:3]1[c:4]([CH3:15])[n:5][c:6]2[n:7]1[cH:8][cH:9][cH:10][c:11]2[N+:12]([O-:13])=[O:14]>>[CH:1](=[O:2])[c:3]1[c:4]([CH3:15])[n:5][c:6]2[n:7]1[cH:8][cH:9][cH:10][c:11]2[NH2:12]. The reactants are C1(=CC=CC=C1)S(=O)(=O)N1N=C(C2=CC=CC=C12)N1CCN(CC1)C (1-benzenesulfonyl-3-(1-methyl-4-piperazinyl)-1H-indazole), ClC(=O)OC1=CC=CC=C1 (phenyl chloroformate). Run in ClCCl (dichloromethane). The product is C1(=CC=CC=C1)S(=O)(=O)N1N=C(C2=CC=CC=C12)N1CCN(CC1)C(=O)OC1=CC=CC=C1 (1-Benzenesulfonyl-3-(1-phenoxycarbonyl-4-piperazinyl)-1H-indazole). The yield is 55.1%. Reaction SMILES: [C:1]1([S:7]([N:10]2[C:18]3[C:13](=[CH:14][CH:15]=[CH:16][CH:17]=3)[C:12]([N:19]3[CH2:24][CH2:23][N:22](C)[CH2:21][CH2:20]3)=[N:11]2)(=[O:9])=[O:8])[CH:6]=[CH:5][CH:4]=[CH:3][CH:2]=1.Cl[C:27]([O:29][C:30]1[CH:35]=[CH:34][CH:33]=[CH:32][CH:31]=1)=[O:28]>ClCCl>[C:1]1([S:7]([N:10]2[C:18]3[C:13](=[CH:14][CH:15]=[CH:16][CH:17]=3)[C:12]([N:19]3[CH2:24][CH2:23][N:22]([C:27]([O:29][C:30]4[CH:35]=[CH:34][CH:33]=[CH:32][CH:31]=4)=[O:28])[CH2:21][CH2:20]3)=[N:11]2)(=[O:9])=[O:8])[CH:2]=[CH:3][CH:4]=[CH:5][CH:6]=1. Procedure details: To a solution of 1-benzenesulfonyl-3-(1-methyl-4-piperazinyl)-1H-indazole (2.1 g, 5.89 mmol) in dichloromethane (100 ml) was added phenyl chloroformate (3.8 ml, 29.45 mmol) at room temperature. The reaction mixture was warmed to reflux for 2 hours, cooled to room temperature, and concentrated. The residue was diluted with ethyl acetate, filtered and purified via flash column chromatography (silica gel, ethyl acetate). Concentration of the product containing fractions gave an oil which solidified... Reactants: third, C(C)(=O)C1=CC2=CC=C(C=C2C=C1)N(C)CCO (2-acetyl-6-[(2-hydroxyethyl)methylamino]naphthalene), C(CC#N)#N (malononitrile), CCOCC (ether), CCOCC (ether). Solvent: N1=CC=CC=C1 (pyridine). Reaction conditions: temperature 70 celsius, time 4 hour. Yields the product C(#N)C(=C(C)C1=CC2=CC=C(C=C2C=C1)N(C)CCO)C#N (2-(1,1-dicyanopropen-2-yl)-6-[(2-hydroxyethyl)methylamino]naphthalene). RXN SMILES: [C:1]([C:4]1[CH:13]=[CH:12][C:11]2[C:6](=[CH:7][CH:8]=[C:9]([N:14]([CH2:16][CH2:17][OH:18])[CH3:15])[CH:10]=2)[CH:5]=1)(=O)[CH3:2].[C:19](#[N:23])[CH2:20][C:21]#[N:22].CCOCC>N1C=CC=CC=1>[C:21]([C:20]([C:19]#[N:23])=[C:1]([C:4]1[CH:13]=[CH:12][C:11]2[C:6](=[CH:7][CH:8]=[C:9]([N:14]([CH2:16][CH2:17][OH:18])[CH3:15])[CH:10]=2)[CH:5]=1)[CH3:2])#[N:22]. Procedure details: 0.51 g (2.1 mmol) of the third compound 3 is dissolved in 3 mL of dry pyridine to be added with 0.63 g (8.3 mmol) of malononitrile (CH2(CN)2). Reaction is processed under nitrogen to be heated at 70° C. with stirring for 4 hrs. After cooling, 50 mL of ether is added with sufficient stirring, where the part insoluble to ether is abandoned. The ether solution is washed with 50 mL of water. After being dried with anhydrous sodium sulfate and concentrated under reduced pressure, an organic phase is ... The reactants are CO, [Na+], [OH-], O, CCCC(C(=O)OCC)c1c(C)nc2c(-c3ccc(C)cc3)cnn2c1-c1ccc(C)cc1. The product is CCCC(C(=O)O)c1c(C)nc2c(-c3ccc(C)cc3)cnn2c1-c1ccc(C)cc1. Reaction SMILES: [CH3:37][OH:38].[Na+:35].[OH-:34].[OH2:36].[c:1]1([CH3:33])[cH:2][cH:3][c:4](-[c:7]2[cH:8][n:9][n:10]3[c:11]2[n:12][c:13]([CH3:32])[c:14]([CH:23]([C:24](=[O:25])[O:26][CH2:27][CH3:28])[CH2:29][CH2:30][CH3:31])[c:15]3-[c:16]2[cH:17][cH:18][c:19]([CH3:22])[cH:20][cH:21]2)[cH:5][cH:6]1>>[c:1]1([CH3:33])[cH:2][cH:3][c:4](-[c:7]2[cH:8][n:9][n:10]3[c:11]2[n:12][c:13]([CH3:32])[c:14]([CH:23]([C:24](=[O:25])[OH:26])[CH2:29][CH2:30][CH3:31])[c:15]3-[c:16]2[cH:17][cH:18][c:19]([CH3:22])[cH:20][cH:21]2)[cH:5][cH:6]1. The reactants are BrC=1C=C(C=CC1)C(CC1=NC2=C(N1)CCCC2)=O (1-(3-bromophenyl)-2-(4,5,6,7-tetrahydro-1H-benzimidazol-2-yl)ethanone), C[O-].[Na+] (sodium methylate), C(C#C)(=O)OC (methyl propiolate). Yields the product BrC=1C=C(C(=O)C=2C=CC(N3C2NC2=C3CCCC2)=O)C=CC1 (4-(3-Bromobenzoyl)-6,7,8,9-tetrahydropyrido[1,2-a]benzimidazol-1(5H)-one). RXN SMILES: [Br:1][C:2]1[CH:3]=[C:4]([C:8](=[O:19])[CH2:9][C:10]2[NH:14][C:13]3[CH2:15][CH2:16][CH2:17][CH2:18][C:12]=3[N:11]=2)[CH:5]=[CH:6][CH:7]=1.C[O-].[Na+].[C:23](OC)(=[O:26])[C:24]#[CH:25]>>[Br:1][C:2]1[CH:3]=[C:4]([CH:5]=[CH:6][CH:7]=1)[C:8]([C:9]1[CH:25]=[CH:24][C:23](=[O:26])[N:14]2[C:13]3[CH2:15][CH2:16][CH2:17][CH2:18][C:12]=3[NH:11][C:10]=12)=[O:19] |f:1.2|. Procedure: The compound is prepared as described in example 20 with 232.4 mg (0.73 mmol) of 1-(3-bromophenyl)-2-(4,5,6,7-tetrahydro-1H-benzimidazol-2-yl)ethanone (example XXXVIII), 78.7 mg (1.46 mmol) of sodium methylate and 61.2 mg (0.73 mmol) methyl propiolate.